From a dataset of the Open Reaction Database (ORD), a public repository of structured organic reaction records. describe an organic reaction: reactants, conditions, products, and yield Reactants: CC(C)(C)OC(=O)NC1CCN(c2ccc(N3CC(Cn4ccnn4)OC3=O)cc2F)C1, CCO, ClCCl, Cl. Yields the product NC1CCN(c2ccc(N3CC(Cn4ccnn4)OC3=O)cc2F)C1. RXN SMILES: [C:1]([O:2][C:3](=[O:4])[NH:8][CH:9]1[CH2:10][N:11]([c:14]2[c:15]([F:32])[cH:16][c:17]([N:20]3[C:21](=[O:31])[O:22][CH:23]([CH2:25][n:26]4[n:27][n:28][cH:29][cH:30]4)[CH2:24]3)[cH:18][cH:19]2)[CH2:12][CH2:13]1)([CH3:5])([CH3:6])[CH3:7].[CH3:37][CH2:38][OH:39].[Cl:34][CH2:35][Cl:36].[ClH:33]>>[NH2:8][CH:9]1[CH2:10][N:11]([c:14]2[c:15]([F:32])[cH:16][c:17]([N:20]3[C:21](=[O:31])[O:22][CH:23]([CH2:25][n:26]4[n:27][n:28][cH:29][cH:30]4)[CH2:24]3)[cH:18][cH:19]2)[CH2:12][CH2:13]1. The reactants are CI (MeI), ClC1=CC=C(C=C1)C=1SC=2C(N(CCC2N1)C1=CC(=C(C=C1)OCC1CNCCO1)OC)=O (2-(4-chloro-phenyl)-5-[3-methoxy-4-(morpholin-2-ylmethoxy)-phenyl]-6,7-dihydro-5H-thiazolo[5,4-c]pyridin-4-one), [Na+].[I-] (NaI), C(=O)([O-])[O-].[K+].[K+] (K2CO3). The solvent is CC(=O)C (acetone). Reaction conditions: time 8 hour. Yields the product Cl.ClC1=CC=C(C=C1)C=1SC=2C(N(CCC2N1)C1=CC(=C(C=C1)OCC1CN(CCO1)C)OC)=O (2-(4-Chloro-phenyl)-5-[3-methoxy-4-(4-methyl-morpholin-2-ylmethoxy)-phenyl]-6,7-dihydro-5H-thiazolo[5,4-c]pyridin-4-one, hydrochloride salt). Reaction SMILES: [Cl:1][C:2]1[CH:7]=[CH:6][C:5]([C:8]2[S:9][C:10]3[C:11](=[O:33])[N:12]([C:17]4[CH:22]=[CH:21][C:20]([O:23][CH2:24][CH:25]5[O:30][CH2:29][CH2:28][NH:27][CH2:26]5)=[C:19]([O:31][CH3:32])[CH:18]=4)[CH2:13][CH2:14][C:15]=3[N:16]=2)=[CH:4][CH:3]=1.[C:34]([O-])([O-])=O.[K+].[K+].[Na+].[I-].CI>CC(C)=O>[ClH:1].[Cl:1][C:2]1[CH:3]=[CH:4][C:5]([C:8]2[S:9][C:10]3[C:11](=[O:33])[N:12]([C:17]4[CH:22]=[CH:21][C:20]([O:23][CH2:24][CH:25]5[O:30][CH2:29][CH2:28][N:27]([CH3:34])[CH2:26]5)=[C:19]([O:31][CH3:32])[CH:18]=4)[CH2:13][CH2:14][C:15]=3[N:16]=2)=[CH:6][CH:7]=1 |f:1.2.3,4.5,8.9|. Reported procedure: Dissolve 2-(4-chloro-phenyl)-5-[3-methoxy-4-(morpholin-2-ylmethoxy)-phenyl]-6,7-dihydro-5H-thiazolo[5,4-c]pyridin-4-one (460 mg, 0.928 mmol) in dry acetone (3 mL) under nitrogen. Add K2CO3 (321 mg, 1.11 mmol) and NaI (14 mg, 0.092 mmol). Evacuate under vacuum and charge the reaction mixture with nitrogen. Mix well and then add MeI (70 mL, 1.11 mmol). Stir the reaction mixture overnight. Add saturated NH4Cl solution (5 mL) and extract with EtOAc (3×10 mL). Wash the combined organic layers with wa... As a reaction SMILES: [C:1]1([C@H:7]([NH:9][C@@:10]2([C:22]([O:24][CH2:25][CH3:26])=[O:23])[CH2:15][C@H:14](O)[CH:13]3[CH:11]2[C@H:12]3[C:17]([O:19][CH2:20][CH3:21])=[O:18])[CH3:8])[CH:6]=[CH:5][CH:4]=[CH:3][CH:2]=1.COCCN(S(F)(F)[F:37])CCOC.C([O-])([O-])=O.[Na+].[Na+]>C(Cl)Cl>[C:1]1([C@H:7]([NH:9][C@@:10]2([C:22]([O:24][CH2:25][CH3:26])=[O:23])[CH2:15][C@@H:14]([F:37])[CH:13]3[CH:11]2[C@H:12]3[C:17]([O:19][CH2:20][CH3:21])=[O:18])[CH3:8])[CH:6]=[CH:5][CH:4]=[CH:3][CH:2]=1 |f:2.3.4|. The product is C1(=CC=CC=C1)[C@@H](C)N[C@@]1(C2[C@H](C2[C@@H](C1)F)C(=O)OCC)C(=O)OCC (Ethyl 2-[((1R)-1-phenylethyl)amino](2S,4R,6R)-2-(ethoxycarbonyl)-4-fluorobicyclo[3.1.0]hexane-6-carboxylate). Reactants: C1(=CC=CC=C1)[C@@H](C)N[C@@]1(C2[C@H](C2[C@H](C1)O)C(=O)OCC)C(=O)OCC (ethyl 2-[((1R)-1-phenylethy)amino](2S,4S,6R)-2-(ethoxycarbonyl)-4-hydroxybicyclo[3.1.0]hexane-6-carboxylate), COCCN(CCOC)S(F)(F)F (Deoxo-Fluor), C(=O)([O-])[O-].[Na+].[Na+] (Na2CO3). Procedure details: To a solution of ethyl 2-[((1R)-1-phenylethy)amino](2S,4S,6R)-2-(ethoxycarbonyl)-4-hydroxybicyclo[3.1.0]hexane-6-carboxylate (59.0 g crude, 0.163 mol) in CH2Cl2 (690 mL) at −20° C. is added Deoxo-Fluor® (45.1 mL, 0.245 mol) over 15 minutes, maintaining the temperature between −15 and −20° C. The mixture is stirred for 20 minutes at this temperature and at 0° C. for 15 minutes before aqueous 15% Na2CO3 (650 ml) is slowly added while maintaining the temperature below 10° C. The layers are separate... The solvent is C(Cl)Cl (CH2Cl2). Yield: 84.0%. Reactants: NC=1C(=CC=CC1)C (o-toluidine), [S-]C#N.[NH4+] (ammonium thiocyanate), S(O)(O)(=O)=O (sulfuric acid). Run in CO (methanol), CO (methanol). Yields the product C1(=C(C=CC=C1)NC(=S)N)C (o-tolylthiourea). The yield is 89.9%. Reaction SMILES: [NH2:1][C:2]1[C:3]([CH3:8])=[CH:4][CH:5]=[CH:6][CH:7]=1.S(=O)(=O)(O)O.[S-:14][C:15]#[N:16].[NH4+]>CO>[C:3]1([CH3:8])[CH:4]=[CH:5][CH:6]=[CH:7][C:2]=1[NH:1][C:15]([NH2:16])=[S:14] |f:2.3|. Procedure details: In a reactor, 107.2 g of o-toluidine and 250 ml of methanol were charged and 54 g of conc. sulfuric acid was charged with stirring and 87.5 g of ammonium thiocyanate was admixed with the mixture. The mixture was heated to reflux methanol for 20 hours and the precipitate was separated by a filtration and the filtrate was concentrated and washed with water and dried to obtain 149.6 g of o-tolylthiourea. The product was analyzed by a high speed liquid chromatography to find a purity of 74.6% and an... Product: CCc1cc(-c2ccc(C(=O)N3CCN(c4ccc(F)cc4)CC3)o2)c(C)[nH]c1=O. Starting materials: CCc1cc(-c2ccc(C(=O)O)o2)c(C)[nH]c1=O, Fc1ccc(N2CCNCC2)cc1. Reaction SMILES: [CH2:1]([CH3:2])[c:3]1[cH:4][c:5](-[c:11]2[cH:12][cH:13][c:14]([C:16](=[O:17])[OH:18])[o:15]2)[c:6]([CH3:10])[nH:7][c:8]1=[O:9].[F:19][c:20]1[cH:21][cH:22][c:23]([N:26]2[CH2:27][CH2:28][NH:29][CH2:30][CH2:31]2)[cH:24][cH:25]1>>[CH2:1]([CH3:2])[c:3]1[cH:4][c:5](-[c:11]2[cH:12][cH:13][c:14]([C:16](=[O:18])[N:29]3[CH2:28][CH2:27][N:26]([c:23]4[cH:22][cH:21][c:20]([F:19])[cH:25][cH:24]4)[CH2:31][CH2:30]3)[o:15]2)[c:6]([CH3:10])[nH:7][c:8]1=[O:9]. The reactants are CC(C)Cn1c(CN(C(=O)[O-])C(C)(C)C)c(-c2ccccc2)c2cc(CC#N)ccc2c1=O, CCOC(C)=O, CCOC(C)=O, Cl. Product: Cl, CC(C)Cn1c(CN)c(-c2ccccc2)c2cc(CC#N)ccc2c1=O. As a reaction SMILES: [C:1]([N:5]([C:2](=[O:3])[O-:4])[CH2:9][c:10]1[n:11]([CH2:30][CH:31]([CH3:32])[CH3:33])[c:12](=[O:29])[c:13]2[cH:14][cH:15][c:16]([CH2:26][C:27]#[N:28])[cH:17][c:18]2[c:19]1-[c:20]1[cH:21][cH:22][cH:23][cH:24][cH:25]1)([CH3:6])([CH3:7])[CH3:8].[C:34]([O:35][CH2:36][CH3:37])(=[O:38])[CH3:39].[CH3:41][CH2:42][O:43][C:44](=[O:45])[CH3:46].[ClH:40]>>[ClH:40].[NH2:5][CH2:9][c:10]1[n:11]([CH2:30][CH:31]([CH3:32])[CH3:33])[c:12](=[O:29])[c:13]2[cH:14][cH:15][c:16]([CH2:26][C:27]#[N:28])[cH:17][c:18]2[c:19]1-[c:20]1[cH:21][cH:22][cH:23][cH:24][cH:25]1. The reactants are NCC(=O)O (glycine), BrC=1C=C(SC1)C=O (4-Bromo-2-thiophenecarboxaldehyde), C(CC#N)#N (malononitrile), O (H2O). Run in CCO (EtOH). Conditions: time 30 minute. The product is BrC=1C=C(SC1)C=C(C#N)C#N (4-bromo-2-(2,2-dicyanoethenyl)thiophene). As a reaction SMILES: [Br:1][C:2]1[CH:3]=[C:4]([CH:7]=O)[S:5][CH:6]=1.[C:9](#[N:13])[CH2:10][C:11]#[N:12].O.NCC(O)=O>CCO>[Br:1][C:2]1[CH:3]=[C:4]([CH:7]=[C:10]([C:9]#[N:13])[C:11]#[N:12])[S:5][CH:6]=1. Procedure: 4-Bromo-2-thiophenecarboxaldehyde (6.92 g, 36.2 mmol) and malononitrile (2.39 g, 36.2 mmol) were dissolved in 100 mL 1:1 EtOH:H2O. A small spatula of glycine was added and the reaction was stirred at ambient temperature for 30 min. The precipitated product was collected by suction filtration, washed with water, and dried under vacuum overnight. The result was 8.38 g (97% ) 4bromo-2-(2,2-dicyanoethenyl)thiophene as a light green solid. MS 238/240 (M+H)+. RXN SMILES: [C:1]([O:5][C:6]1[CH:14]=[CH:13][C:12]([O:15][C:16](=[O:19])[CH2:17][CH3:18])=[CH:11][C:7]=1[C:8](Cl)=[O:9])(=[O:4])[CH2:2][CH3:3].[CH2:20]([OH:27])[C:21]1[CH:26]=[CH:25][CH:24]=[CH:23][CH:22]=1.N1C=CC=CC=1.O>C(Cl)(Cl)Cl>[C:1]([O:5][C:6]1[CH:14]=[CH:13][C:12]([O:15][C:16](=[O:19])[CH2:17][CH3:18])=[CH:11][C:7]=1[C:8]([O:27][CH2:20][C:21]1[CH:26]=[CH:25][CH:24]=[CH:23][CH:22]=1)=[O:9])(=[O:4])[CH2:2][CH3:3]. Run in C(Cl)(Cl)Cl (chloroform), C(Cl)(Cl)Cl (chloroform). Product: C(CC)(=O)OC1=C(C(=O)OCC2=CC=CC=C2)C=C(C=C1)OC(CC)=O (benzyl 2,5-dipropionoxybenzoate). Conditions: temperature 26 celsius, time 16 hour. The reactants are O (water), C(CC)(=O)OC1=C(C(=O)Cl)C=C(C=C1)OC(CC)=O (2,5-dipropionoxybenzoyl chloride), C(C1=CC=CC=C1)O (benzyl alcohol), N1=CC=CC=C1 (pyridine). Yield: 89.6%. Procedure details: To a solution of 2,5-dipropionoxybenzoyl chloride (10.3 gr., 0.036 mole) in 30 ml dry chloroform at 0° C. is added dropwise over a six hour period a solution of benzyl alcohol (3.45 gr., 0.032 mole) and pyridine (5.05 gr., 0.064 mole) in 6 ml of dry chloroform. The temperature is maintained at 0° C.-5° C. during the addition and the entire operation is performed under an argon atmosphere. The reaction is stirred at 26° C. for 16 hours and poured into 50 ml of cold water. The organic portion is e...